Dataset: the Open Reaction Database (ORD), a public repository of structured organic reaction records. Task: describe an organic reaction: reactants, conditions, products, and yield Starting materials: [H-].C(C(C)C)[Al+]CC(C)C (diisobutylaluminum hydride), CC1=CC=C(CC2(CN(CCC2)C(=O)OC(C)(C)C)C(=O)OCC)C=C1 (1-tert-butyl 3-ethyl 3-(4-methylbenzyl)piperidine-1,3-dicarboxylate). The solvent is C1CCOC1 (THF), CCOCC (ether). Run at temperature -20 celsius, time 20 minute. Yields the product OCC1(CN(CCC1)C(=O)OC(C)(C)C)CC1=CC=C(C=C1)C (tert-Butyl 3-(hydroxymethyl)-3-(4-methylbenzyl)piperidine-1-carboxylate). As a reaction SMILES: [H-].C([Al+]CC(C)C)C(C)C.[CH3:11][C:12]1[CH:36]=[CH:35][C:15]([CH2:16][C:17]2([C:30](OCC)=[O:31])[CH2:22][CH2:21][CH2:20][N:19]([C:23]([O:25][C:26]([CH3:29])([CH3:28])[CH3:27])=[O:24])[CH2:18]2)=[CH:14][CH:13]=1>C1COCC1.CCOCC>[OH:31][CH2:30][C:17]1([CH2:16][C:15]2[CH:35]=[CH:36][C:12]([CH3:11])=[CH:13][CH:14]=2)[CH2:22][CH2:21][CH2:20][N:19]([C:23]([O:25][C:26]([CH3:27])([CH3:28])[CH3:29])=[O:24])[CH2:18]1 |f:0.1|. Procedure details: A solution of diisobutylaluminum hydride (12.0 ml, 12.0 mmol, 1M in THF) was added dropwise to a solution of the product from STEP 2 (1.5 g, 6.0 mmol) in 15 ml THF at −20° C. The resulting mixture was stirred at −20° C. for 20 min and allowed to warm to room temperature. After 3 h, the reaction was diluted with ether (70 ml) and washed with 50 ml of aqueous 1M tartaric acid. The organic extracts were dried with MgSO4, filtered and concentrated. The residue was purified by chromatography (SiO2, e...